From a dataset of the Open Reaction Database (ORD), a public repository of structured organic reaction records. describe an organic reaction: reactants, conditions, products, and yield Reactants: CCOCC, CN(C)C=O, COC(=O)c1cc(C#N)c[nH]1, [Cl-], [H-], [NH4+], [NH4+], [Na+], [OH-]. Product: COC(=O)c1cc(C#N)cn1N. As a reaction SMILES: [CH3:18][CH2:19][O:20][CH2:21][CH3:22].[CH3:23][N:24]([CH3:25])[CH:26]=[O:27].[CH3:5][O:6][C:7](=[O:8])[c:9]1[nH:10][cH:11][c:12]([C:14]#[N:15])[cH:13]1.[Cl-:1].[H-:16].[NH4+:2].[NH4+:3].[Na+:17].[OH-:4]>>[NH2:2][n:10]1[c:9]([C:7]([O:6][CH3:5])=[O:8])[cH:13][c:12]([C:14]#[N:15])[cH:11]1. Reactants: C(C)(C)(C)OC(=O)NCCC1CNCC1 ((3RS)-3-(N-tert-butyloxycarbonylaminoethyl) pyrrolidine), C(C1=CC=CC=C1)OC(=O)NC(SC)=N (N-benzyloxycarbonyl-S-methylisothiourea), OS(=O)(=O)[O-].[K+] (KHSO4). Solvent: C1(=CC=CC=C1)C (toluene). Run at time 1 day. Yields the product C(C1=CC=CC=C1)OC(=O)NC(=N)N1CC(CC1)CCN ((3RS)-1-(N-benzyloxycarbonylamidino)-3-aminoethyl pyrrolidine). Isolated yield 67.5%. As a reaction SMILES: C(OC([NH:8][CH2:9][CH2:10][CH:11]1[CH2:15][CH2:14][NH:13][CH2:12]1)=O)(C)(C)C.[CH2:16]([O:23][C:24]([NH:26][C:27](=[NH:30])SC)=[O:25])[C:17]1[CH:22]=[CH:21][CH:20]=[CH:19][CH:18]=1.OS([O-])(=O)=O.[K+]>C1(C)C=CC=CC=1>[CH2:16]([O:23][C:24]([NH:26][C:27]([N:13]1[CH2:14][CH2:15][CH:11]([CH2:10][CH2:9][NH2:8])[CH2:12]1)=[NH:30])=[O:25])[C:17]1[CH:22]=[CH:21][CH:20]=[CH:19][CH:18]=1 |f:2.3|. Reported procedure: 2.18 g (0.0102 mole) (3RS)-3-(N-tert-butyloxycarbonylaminoethyl) pyrrolidine and 2.81 g (0.0125 mole) N-benzyloxycarbonyl-S-methylisothiourea was dissolved in 30 ml toluene and heated to 60°-70° C. for eight hours followed by stirring at room temperature for one day. 0.3M KHSO4 -solution was added and the water layer was washed with a mixture of the toluene and ethyl acetate and left for 2 days under which time the Boc group was removed. The acidic water phase was made alkaline and extracted fou... Starting materials: N1C=C(C2=CC=CC=C12)C(=O)O (indole-3-carboxylic acid), N1=CC=C(C2=CC=CC=C12)C(=O)O (4-quinolinecarboxylic acid), C1(=CC=CC2=CC=CC=C12)C(=O)O (1-naphthalenecarboxylic acid), C1=CC=C2C(=C1)C3=C(C2=O)C=CC=C3C(=O)O (9-fluorenone-4-carboxylic acid), C1(=CC=CC=2C3=CC=CC=C3CC12)C(=O)O (1-fluorenecarboxylic acid), N1C=CC=2C(=CC=CC12)C(=O)O (indole-4-carboxylic acid), CN1C(=CC2=CC=CC=C12)C(=O)O ((N-methyl)indole-2-carboxylic acid), xanthene-α-carboxylic acid. Yields the product N1C(=CC2=CC=CC=C12)C(=O)O (Indole-2-carboxylic acid). Reaction SMILES: N1C2C(=CC=CC=2)C(C(O)=O)=C1.N1C2C=CC=C(C(O)=O)C=2C=C1.C[N:26]1[C:34]2[C:29](=[CH:30][CH:31]=[CH:32][CH:33]=2)[CH:28]=[C:27]1[C:35]([OH:37])=[O:36].C1(C(O)=O)C2C(=CC=CC=2)C=CC=1.N1C2C(=CC=CC=2)C(C(O)=O)=CC=1.C1(C(O)=O)C2CC3C(=CC=CC=3)C=2C=CC=1.C1C=C2C3C(C(O)=O)=CC=CC=3C(=O)C2=CC=1>>[NH:26]1[C:34]2[C:29](=[CH:30][CH:31]=[CH:32][CH:33]=2)[CH:28]=[C:27]1[C:35]([OH:37])=[O:36]. Reported procedure: indole-3-carboxylic acid; indole-4-carboxylic acid; (N-methyl)indole-2-carboxylic acid; 2- or 1-naphthalenecarboxylic acid; 2- or 3- or 4-quinolinecarboxylic acid; xanthene-α-carboxylic acid; 1-fluorenecarboxylic acid; 9-fluorenone-4-carboxylic acid; Starting materials: ClN1C(CCC1=O)=O (N-chlorosuccinimide), C1(=CC=CC=C1)S(=O)(=O)N1C=CC2=C3C(=CC=C12)OCCN(C3)C(=O)OC(C)(C)C (tert-Butyl 8-(phenylsulfonyl)-1,3,4,8-tetrahydro-2H-[1,4]oxazepino[6,7-e]indole-2-carboxylate), C1(=CC=CC=C1)S(=O)(=O)N1C=CC2=C3C(=CC=C12)OCCN(C3)C(=O)OC(C)(C)C (tert-Butyl 8-(phenylsulfonyl)-1,3,4,8-tetrahydro-2H-[1,4]oxazepino[6,7-e]indole-2-carboxylate). The solvent is C(Cl)(Cl)Cl (chloroform). Conditions: temperature 130 celsius. The product is ClC1=CN(C2=CC=C3C(=C12)CN(CCO3)C(=O)OC(C)(C)C)S(=O)(=O)C3=CC=CC=C3 (tert-butyl 10-chloro-8-(phenylsulfonyl)-1,3,4,8-tetrahydro-2H-[1,4]oxazepino[6,7-e]indole-2-carboxylate). The yield is 66.8%. As a reaction SMILES: [Cl:1]N1C(=O)CCC1=O.[C:9]1([S:15]([N:18]2[C:26]3[C:21](=[C:22]4[CH2:31][N:30]([C:32]([O:34][C:35]([CH3:38])([CH3:37])[CH3:36])=[O:33])[CH2:29][CH2:28][O:27][C:23]4=[CH:24][CH:25]=3)[CH:20]=[CH:19]2)(=[O:17])=[O:16])[CH:14]=[CH:13][CH:12]=[CH:11][CH:10]=1>C(Cl)(Cl)Cl>[Cl:1][C:20]1[C:21]2[C:26](=[CH:25][CH:24]=[C:23]3[O:27][CH2:28][CH2:29][N:30]([C:32]([O:34][C:35]([CH3:38])([CH3:37])[CH3:36])=[O:33])[CH2:31][C:22]3=2)[N:18]([S:15]([C:9]2[CH:14]=[CH:13][CH:12]=[CH:11][CH:10]=2)(=[O:17])=[O:16])[CH:19]=1. Procedure: N-chlorosuccinimide (0.23 g, 0.54 mmol) was added to a solution of tert-butyl 8-(phenylsulfonyl)-1,3,4,8-tetrahydro-2H-[1,4]oxazepino[6,7-e]indole-2-carboxylate (Intermediate 17, 0.23 g, 0.54 mmol) in chloroform (4 mL) and heated at 130° C. for 40 minutes in a microwave heater. The mixture was evaporated and purified by flash chromatography on silica gel using MeOH and DCM (1:99) as the eluent to give 167 mg of tert-butyl 10-chloro-8-(phenylsulfonyl)-1,3,4,8-tetrahydro-2H-[1,4]oxazepino[6,7-e]in... Starting materials: C(C)(C)(C)NCC1=C(C2=CC=CC=C2C=C1)C1=CC=CC(=N1)C=O (6-{2-[(tert-butylamino)methyl]-1-naphthyl}pyridine-2-carbaldehyde), C(C)(C)C1=C(N)C(=CC=C1)C(C)C (2,6-diisopropylaniline). Solvent: C(C)O (ethanol). Product: C(C)(C)(C)NCC1=C(C2=CC=CC=C2C=C1)C1=CC=CC(=N1)C=NC1=C(C=CC=C1C(C)C)C(C)C (N-[(6-{2-[(tert-Butylamino)methyl]-1-naphthyl}pyridin-2-yl)methylene]-2,6-diisopropylaniline). RXN SMILES: [C:1]([NH:5][CH2:6][C:7]1[CH:16]=[CH:15][C:14]2[C:9](=[CH:10][CH:11]=[CH:12][CH:13]=2)[C:8]=1[C:17]1[N:22]=[C:21]([CH:23]=O)[CH:20]=[CH:19][CH:18]=1)([CH3:4])([CH3:3])[CH3:2].[CH:25]([C:28]1[CH:34]=[CH:33][CH:32]=[C:31]([CH:35]([CH3:37])[CH3:36])[C:29]=1[NH2:30])([CH3:27])[CH3:26]>C(O)C>[C:1]([NH:5][CH2:6][C:7]1[CH:16]=[CH:15][C:14]2[C:9](=[CH:10][CH:11]=[CH:12][CH:13]=2)[C:8]=1[C:17]1[N:22]=[C:21]([CH:23]=[N:30][C:29]2[C:31]([CH:35]([CH3:36])[CH3:37])=[CH:32][CH:33]=[CH:34][C:28]=2[CH:25]([CH3:27])[CH3:26])[CH:20]=[CH:19][CH:18]=1)([CH3:4])([CH3:3])[CH3:2]. Procedure details: A mixture of 4.80 g (15.0 mmol) of 6-{2-[(tert-butylamino)methyl]-1-naphthyl}pyridine-2-carbaldehyde and 2.70 g (15.0 mmol) of 2,6-diisopropylaniline in 50 ml of dry ethanol was refluxed overnight. The resulting mixture was evaporated to dryness. The product was isolated by flash chromatography on silica gel 60 (40-63 um; eluent: dichloromethane-methanol-triethylamine=100:10:1, vol.). Yield 5.50 g (76%) of orange oil which crystallized at room temperature. Anal. calc. for C33H39N3: C, 82.97; H, ...